Dataset: the Open Reaction Database (ORD), a public repository of structured organic reaction records. Task: describe an organic reaction: reactants, conditions, products, and yield The reactants are Cc1nc2cnc3ccccc3c2n1NC(=O)OC(C)(C)C, CCO, CCO, Cl, O. The product is Cc1nc2cnc3ccccc3c2n1N, Cl. RXN SMILES: [CH3:1][c:2]1[n:3]([NH:15][C:16](=[O:17])[O:18][C:19]([CH3:20])([CH3:21])[CH3:22])[c:4]2[c:5]([cH:6][n:7][c:8]3[cH:9][cH:10][cH:11][cH:12][c:13]23)[n:14]1.[CH3:23][CH2:24][OH:25].[CH3:28][CH2:29][OH:30].[ClH:27].[OH2:26]>>[CH3:1][c:2]1[n:3]([NH2:15])[c:4]2[c:5]([cH:6][n:7][c:8]3[cH:9][cH:10][cH:11][cH:12][c:13]23)[n:14]1.[ClH:27].